Dataset: the Open Reaction Database (ORD), a public repository of structured organic reaction records. Task: describe an organic reaction: reactants, conditions, products, and yield Reactants: C1(=CC=CC=C1)C1(CCCC1)N(CCCCCCC)C (1-Phenylcyclopentyl-N-heptylmethylamine), C(C)(C)C1=C(C(=CC=C1)C(C)C)N=C=O (2,6-diisopropyl phenyl isocyanate). The solvent is C(C)(=O)OCC (ethyl acetate), C(C)(=O)OCC (ethyl acetate). Yields the product CC(C)C1=C(C(=CC=C1)C(C)C)NC(N(CC1(CCCC1)C1=CC=CC=C1)CCCCCCC)=O (N'-[2,6-bis(1-methylethyl)phenyl]-N-heptyl-N-[(1phenylcyclopentyl)methyl]urea). The yield is 109.2%. RXN SMILES: [C:1]1([C:7]2(N(C)CCCCCCC)[CH2:11][CH2:10][CH2:9][CH2:8]2)[CH:6]=[CH:5][CH:4]=[CH:3][CH:2]=1.[CH:21]([C:24]1[CH:29]=[CH:28][CH:27]=[C:26]([CH:30]([CH3:32])[CH3:31])[C:25]=1[N:33]=[C:34]=[O:35])([CH3:23])[CH3:22]>C(OCC)(=O)C>[CH3:23][CH:21]([C:24]1[CH:29]=[CH:28][CH:27]=[C:26]([CH:30]([CH3:31])[CH3:32])[C:25]=1[NH:33][C:34](=[O:35])[N:33]([CH2:25][CH2:24][CH2:29][CH2:28][CH2:27][CH2:26][CH3:30])[CH2:34][C:7]1([C:1]2[CH:2]=[CH:3][CH:4]=[CH:5][CH:6]=2)[CH2:8][CH2:9][CH2:10][CH2:11]1)[CH3:22]. Procedure: 1-Phenylcyclopentyl-N-heptylmethylamine (5.46 g; 0.02M) was dissolved in 75 mL of ethyl acetate. To this solution was added, with stirring, a solution of 2,6-diisopropyl phenyl isocyanate (4.06 g; 0.02M) in 25 mL of ethyl acetate. The reaction mixture was stirred at room temperature overnight, concentrated to dryness, and the resulting white solid was chromatographed on silica using hexane:ethyl acetate (8:2) as the eluant to yield 5.2 g of the title compound, mp 95-97° C. Reactants: FC=1C=C(COC2=CC=C(OC3=C(C=CC=C3)[N+](=O)[O-])C=C2)C=CC1F (1-[4-(3,4-difluorobenzyloxy)phenoxy]-2-nitrobenzene), [Cl-].[NH4+] (ammonium chloride). Reagents/catalysts: [Fe] (iron). Solvent: O (water), C(C)O (ethanol). Reaction conditions: time 30 minute. Product: Cl.FC=1C=C(COC2=CC=C(OC3=C(N)C=CC=C3)C=C2)C=CC1F (2-[4-(3.4-Difluorobenzyloxy)phenoxy]aniline hydrochloride). Isolated yield 148.8%. As a reaction SMILES: [F:1][C:2]1[CH:3]=[C:4]([CH:23]=[CH:24][C:25]=1[F:26])[CH2:5][O:6][C:7]1[CH:22]=[CH:21][C:10]([O:11][C:12]2[CH:17]=[CH:16][CH:15]=[CH:14][C:13]=2[N+:18]([O-])=O)=[CH:9][CH:8]=1.[Cl-:27].[NH4+]>C(O)C.O.[Fe]>[ClH:27].[F:1][C:2]1[CH:3]=[C:4]([CH:23]=[CH:24][C:25]=1[F:26])[CH2:5][O:6][C:7]1[CH:22]=[CH:21][C:10]([O:11][C:12]2[CH:17]=[CH:16][CH:15]=[CH:14][C:13]=2[NH2:18])=[CH:9][CH:8]=1 |f:1.2,6.7|. Procedure: To a solution of 1-[4-(3,4-difluorobenzyloxy)phenoxy]-2-nitrobenzene (0.96 g, 2.7 mmol) in ethanol (50 ml) were an iron powder (0.75 g, 13.4 mg-atom) and a solution of ammonium chloride (0.09 g, 1.7 mmol) in water (10 ml), followed by reflux for 3 hours. The reaction solution was cooled to room temperature, and after removal of the insoluble matter by filtration, the solvent was evaporated under reduced pressure. The residue was dissolved in ethyl acetate and dried over magnesium sulfate. After ... Starting materials: CCOC(=O)C(C1CCCCC1)n1c(-c2ccc(Cl)cc2)nc2cc(F)c(F)cc21, [Li+], C1COCCO1, [OH-], O, O. Product: O=C(O)C(C1CCCCC1)n1c(-c2ccc(Cl)cc2)nc2cc(F)c(F)cc21. RXN SMILES: [CH2:1]([CH3:2])[O:3][C:4]([CH:5]([CH:6]1[CH2:7][CH2:8][CH2:9][CH2:10][CH2:11]1)[n:12]1[c:13](-[c:23]2[cH:24][cH:25][c:26]([Cl:29])[cH:27][cH:28]2)[n:14][c:15]2[c:16]1[cH:17][c:18]([F:22])[c:19]([F:21])[cH:20]2)=[O:30].[Li+:33].[O:34]1[CH2:35][CH2:36][O:37][CH2:38][CH2:39]1.[OH-:32].[OH2:31].[OH2:40]>>[O:3]=[C:4]([CH:5]([CH:6]1[CH2:7][CH2:8][CH2:9][CH2:10][CH2:11]1)[n:12]1[c:13](-[c:23]2[cH:24][cH:25][c:26]([Cl:29])[cH:27][cH:28]2)[n:14][c:15]2[c:16]1[cH:17][c:18]([F:22])[c:19]([F:21])[cH:20]2)[OH:30]. Reactants: Cl.FC(C1=CC=C(C=C1)C=1C2=C(C=NC1)C(CC2)OCC(=O)O)(F)F ((rac)-2-(4-(4-(Trifluoromethyl)phenyl)-6,7-dihydro-5H-cyclopenta[c]pyridin-7-yloxy)acetic acid hydrochloride), C(C)(C)N(C(C)C)CC (N,N-diisopropylethylamine), CN (methylamine), CCO (EtOH), CCCP1(=O)OP(=O)(OP(=O)(O1)CCC)CCC (1-propanephosphonic acid cyclic anhydride). The solvent is C1CCOC1 (THF). Reaction conditions: time 16 hour. The product is CNC(COC1CCC2=C1C=NC=C2C2=CC=C(C=C2)C(F)(F)F)=O ((rac)-N-Methyl-2-(4-(4-(trifluoromethyl)phenyl)-6,7-dihydro-5H-cyclopenta[c]pyridin-7-yloxy)acetamide). Yield: 61.6%. RXN SMILES: Cl.[F:2][C:3]([F:25])([F:24])[C:4]1[CH:9]=[CH:8][C:7]([C:10]2[C:11]3[CH2:18][CH2:17][CH:16]([O:19][CH2:20][C:21](O)=[O:22])[C:12]=3[CH:13]=[N:14][CH:15]=2)=[CH:6][CH:5]=1.[CH:26]([N:29](CC)C(C)C)(C)C.CN.CCO.CCCP1(OP(CCC)(=O)OP(CCC)(=O)O1)=O>C1COCC1>[CH3:26][NH:29][C:21](=[O:22])[CH2:20][O:19][CH:16]1[C:12]2[CH:13]=[N:14][CH:15]=[C:10]([C:7]3[CH:6]=[CH:5][C:4]([C:3]([F:25])([F:24])[F:2])=[CH:9][CH:8]=3)[C:11]=2[CH2:18][CH2:17]1 |f:0.1|. Procedure details: To a solution of (rac)-2-(4-(4-(trifluoromethyl)phenyl)-6,7-dihydro-5H-cyclopenta[c]pyridin-7-yloxy)acetic acid hydrochloride (example 99) (70 mg, 0.19 mmol) in THF (0.6 mL) was added N,N-diisopropylethylamine (131 μL, 0.75 mmol), 8M methylamine in EtOH (47 μL, 0.38 mmol) and 1-propanephosphonic acid cyclic anhydride (284 μL, 0.47 mmol). The reaction was stirred at room temperature for 16 h. The mixture was evaporated and purified by flash chromatography (20 g SiO2, Telos-cartridge, 2 to 10% 2-p...